Dataset: the Open Reaction Database (ORD), a public repository of structured organic reaction records. Task: describe an organic reaction: reactants, conditions, products, and yield Reactants: N1=CC(=CC=C1)C=1C=CC2=C(CCCC(N2)=S)C1 (7-(3-pyridinyl)-1,3,4,5-tetrahydro-2H-1-benzazepine-2-thione), FC(C(=O)NN)(F)F (2,2,2-trifluoroacetohydrazide), C1(CCCCC1)O (cyclohexanol), FC(C(=O)O)(F)F (trifluoroacetic acid). Run in CS(=O)C (dimethylsulfoxide). Conditions: temperature 120 celsius. The product is N1=CC(=CC=C1)C=1C=CC2=C(CCCC=3N2C(=NN3)C(F)(F)F)C1 (8-(3-pyridinyl)-1-(trifluoromethyl)-5,6-dihydro-4H-[1,2,4]triazolo[4,3-a][1]benzazepine). As a reaction SMILES: [N:1]1[CH:6]=[CH:5][CH:4]=[C:3]([C:7]2[CH:8]=[CH:9][C:10]3[NH:16][C:15](=S)[CH2:14][CH2:13][CH2:12][C:11]=3[CH:18]=2)[CH:2]=1.[F:19][C:20]([F:26])([F:25])[C:21]([NH:23][NH2:24])=O.C1(O)CCCCC1.FC(F)(F)C(O)=O>CS(C)=O>[N:1]1[CH:6]=[CH:5][CH:4]=[C:3]([C:7]2[CH:8]=[CH:9][C:10]3[N:16]4[C:21]([C:20]([F:26])([F:25])[F:19])=[N:23][N:24]=[C:15]4[CH2:14][CH2:13][CH2:12][C:11]=3[CH:18]=2)[CH:2]=1. Procedure details: A flask containing the title compound from Example 2 Step E (9.0 mg, 0.04 mmol), 2,2,2-trifluoroacetohydrazide (3.2 mg, 0.04 mmol) and cyclohexanol (0.50 mL) was heated at 120° C. overnight. The reaction was then concentrated to give a residue that was diluted with dimethylsulfoxide, acidified with trifluoroacetic acid, and passed through a syringe filter before being purified by reverse phase HPLC (C18 column, 10 to 100% acetonitrile/water, both 0.1% v/v trifluoroacetic acid). Fractions contain... Reactants: CO, NN, O, S=C1CN=C(c2ccccc2)c2ccccc2N1. As a reaction SMILES: [CH3:22][OH:23].[NH2:20][NH2:21].[OH2:19].[c:1]1([C:7]2=[N:8][CH2:9][C:10](=[S:18])[NH:11][c:12]3[c:13]2[cH:14][cH:15][cH:16][cH:17]3)[cH:2][cH:3][cH:4][cH:5][cH:6]1>>[c:1]1([C:7]2=[N:8][CH2:9][C:10]([NH:20][NH2:21])=[N:11][c:12]3[c:13]2[cH:14][cH:15][cH:16][cH:17]3)[cH:2][cH:3][cH:4][cH:5][cH:6]1. The product is NNC1=Nc2ccccc2C(c2ccccc2)=NC1. The reactants are N(N)C(=O)C1=NC2=CC(=CC(=C2C(=C1C(=O)NN)O)Br)CC (2,3-bishydrazinocarbonyl-5-bromo-7-ethyl-4-hydroxyquinoline). The solvent is C(C)(=O)O (acetic acid). Conditions: temperature 81 celsius. Product: BrC=1C=2C(=C3C(=NC2C=C(C1)CC)C(NNC3=O)=O)O (9-Bromo-2,3-dihydro-7-ethyl-10-hydroxypyridazino[4,5-b]quinoline-1,4-dione). Isolated yield 68.5%. Reaction SMILES: [NH:1]([C:3]([C:5]1[C:14]([C:15]([NH:17]N)=[O:16])=[C:13]([OH:19])[C:12]2[C:7](=[CH:8][C:9]([CH2:21][CH3:22])=[CH:10][C:11]=2[Br:20])[N:6]=1)=[O:4])N>C(O)(=O)C>[Br:20][C:11]1[C:12]2[C:13]([OH:19])=[C:14]3[C:15](=[O:16])[NH:17][NH:1][C:3](=[O:4])[C:5]3=[N:6][C:7]=2[CH:8]=[C:9]([CH2:21][CH3:22])[CH:10]=1. Procedure details: A stirred mixture of 2,3-bishydrazinocarbonyl-5-bromo-7-ethyl-4-hydroxyquinoline (0.40 g, 1.1 mM) in glacial acetic acid (12 mL) was heated at 81° C. for 1.5 hr. After cooling to room temperature, the reaction mixture was filtered and the collected solids washed with acetic acid and air dried to provide the title compound (0.25 g, 70%) as a light brown solid, mp>400° C.; MS(CI): 336 (M+H). The reactants are [O-]B([O-])Oc1ccc(OC(F)(F)F)cc1, COC(=O)C1=Cc2cc(Br)ccc2S(=O)(=O)CC1, O=C([O-])[O-], CCO, [K+], [K+], O, Cc1ccccc1. Yields the product COC(=O)C1=Cc2cc(-c3ccc(OC(F)(F)F)cc3)ccc2S(=O)(=O)CC1. RXN SMILES: [B:19]([O-:20])([O-:32])[O:33][c:21]1[cH:22][cH:23][c:24]([O:27][C:28]([F:29])([F:30])[F:31])[cH:25][cH:26]1.[Br:1][c:2]1[cH:3][cH:4][c:5]2[c:6]([cH:18]1)[CH:7]=[C:8]([C:14](=[O:15])[O:16][CH3:17])[CH2:9][CH2:10][S:11]2(=[O:12])=[O:13].[C:34](=[O:35])([O-:36])[O-:37].[CH2:41]([OH:42])[CH3:43].[K+:38].[K+:39].[OH2:40].[c:44]1([CH3:45])[cH:46][cH:47][cH:48][cH:49][cH:50]1>>[c:2]1(-[c:21]2[cH:22][cH:23][c:24]([O:27][C:28]([F:29])([F:30])[F:31])[cH:25][cH:26]2)[cH:3][cH:4][c:5]2[c:6]([cH:18]1)[CH:7]=[C:8]([C:14](=[O:15])[O:16][CH3:17])[CH2:9][CH2:10][S:11]2(=[O:12])=[O:13]. Reactants: CC1=NC=CC(=C1)C(C[C@@H](C1=C(C=CC=C1)C)C1=CC=C(C=C1)N1C(CCC1)=O)=O (1-{4-[(R)-3-(2-methyl-pyridin-4-yl)-3-oxo-1-o-tolyl-propyl]-phenyl}-pyrrolidin-2-one), Cl.NO (hydroxylamine hydrochloride), C(O)([O-])=O.[Na+] (sodium hydrogencarbonate). Product: O\N=C(/C[C@@H](C1=C(C=CC=C1)C)C1=CC=C(C=C1)N1C(CCC1)=O)\C1=CC(=NC=C1)C (1-{4-[(R)-3-[(E)-Hydroxyimino]-3-(2-methyl-pyridin-4-yl)-1-o-tolyl-propyl]-phenyl}-pyrrolidin-2-one). RXN SMILES: [CH3:1][C:2]1[CH:7]=[C:6]([C:8](=O)[CH2:9][C@H:10]([C:18]2[CH:23]=[CH:22][C:21]([N:24]3[CH2:28][CH2:27][CH2:26][C:25]3=[O:29])=[CH:20][CH:19]=2)[C:11]2[CH:16]=[CH:15][CH:14]=[CH:13][C:12]=2[CH3:17])[CH:5]=[CH:4][N:3]=1.Cl.[NH2:32][OH:33].C(=O)([O-])O.[Na+]>>[OH:33]/[N:32]=[C:8](/[C:6]1[CH:5]=[CH:4][N:3]=[C:2]([CH3:1])[CH:7]=1)\[CH2:9][C@H:10]([C:18]1[CH:19]=[CH:20][C:21]([N:24]2[CH2:28][CH2:27][CH2:26][C:25]2=[O:29])=[CH:22][CH:23]=1)[C:11]1[CH:16]=[CH:15][CH:14]=[CH:13][C:12]=1[CH3:17] |f:1.2,3.4|. Procedure details: In analogy to example 132, step 6, from 1-{4-[(R)-3-(2-methyl-pyridin-4-yl)-3-oxo-1-o-tolyl-propyl]-phenyl}-pyrrolidin-2-one and hydroxylamine hydrochloride in the presence of sodium hydrogencarbonate was prepared the title compound as a white foam, MS (ESI+): m/z=414.3 ([M+H]+). Reactants: N(O)=C1C(CCCC1)Cl (1-oximino-2-chlorocyclohexane), C1=CC=CC=C1 (benzene), BrCC(=O)Br (bromoacetyl bromide), C1=CC=CC=C1 (benzene). The solvent is C(C)N(CC)CC (triethylamine). Reaction conditions: time 30 minute. The product is BrCC(=O)O.ClC1C(CCCC1)=NO (2-chlorocyclohexanone oxime bromoacetate). As a reaction SMILES: [N:1](=[C:3]1[CH2:8][CH2:7][CH2:6][CH2:5][CH:4]1[Cl:9])[OH:2].C1C=CC=CC=1.[Br:16][CH2:17][C:18](Br)=[O:19]>C(N(CC)CC)C>[Br:16][CH2:17][C:18]([OH:19])=[O:2].[Cl:9][CH:4]1[CH2:5][CH2:6][CH2:7][CH2:8][C:3]1=[N:1][OH:2] |f:4.5|. Procedure: Approximately 5.9 grams (0.04M) of 1-oximino-2-chlorocyclohexane is dissolved in 90 ml. of benzene and the solution is cooled to 10° C. About 8.1 gm. (0.04M) bromoacetyl bromide, diluted with 10 ml. of benzene, and 4.9 grams (6.7 ml.) of triethylamine are added dropwise simultaneously to the solution. Stirring is continued for 30 minutes and the mixture is allowed to come to room temperature. The mixture is then washed twice with water, twice with a mild NaHCO3 solution, and again with water. Th... Reactants: ClC1=C(OCC(=O)OCC)C=CC(=C1)C=1C(NC(NN1)=O)C (Ethyl α-[2-chloro-4-(2,3,4,5-tetrahydro-5-methyl-3-oxo-1,2,4-triazin-6-yl)phenoxy]acetate), NCCN1CCNCC1 (N-(2-aminoethyl)piperazine). Run in C(C)O (ethanol). Product: ClC1=C(OCC(=O)NCCN2CCNCC2)C=CC(=C1)C=1C(NC(NN1)=O)C (2-Chloro-4-(2,3,4,5-tetrahydro-5-methyl-3-oxo-1,2,4-triazin-6-yl)phenoxy-N-[2-(1-piperazinyl)ethyl]acetamide). Yield: 68.5%. Reaction SMILES: [Cl:1][C:2]1[CH:14]=[C:13]([C:15]2[CH:16]([CH3:22])[NH:17][C:18](=[O:21])[NH:19][N:20]=2)[CH:12]=[CH:11][C:3]=1[O:4][CH2:5][C:6]([O:8]CC)=O.[NH2:23][CH2:24][CH2:25][N:26]1[CH2:31][CH2:30][NH:29][CH2:28][CH2:27]1>C(O)C>[Cl:1][C:2]1[CH:14]=[C:13]([C:15]2[CH:16]([CH3:22])[NH:17][C:18](=[O:21])[NH:19][N:20]=2)[CH:12]=[CH:11][C:3]=1[O:4][CH2:5][C:6]([NH:23][CH2:24][CH2:25][N:26]1[CH2:31][CH2:30][NH:29][CH2:28][CH2:27]1)=[O:8]. Reported procedure: 4.0 g of ethyl α-[2-chloro-4-(2,3,4,5-tetrahydro-5-methyl-3-oxo-1,2,4-triazin-6-yl)phenoxy]acetate (prepared as described in Example 5) and 1.59 g of N-(2-aminoethyl)piperazine were added to 50 ml of ethanol, and the mixture was heated under reflux for 60 hours. The mixture was then cooled, after which the crystals which precipitated were collected by filtration and then recrystallized from ethanol to give 3.44 g of the title compound as pale yellow prisms melting at 208°-210° C. Starting materials: CN1C(=CC=C1C(=O)C1=CC=C(C=C1)C)CC(=O)O (1-methyl- 5-(p-toluoyl)pyrrole-2-acetic acid), BrBr (bromine). Solvent: C(C)(=O)O (acetic acid), C(C)(=O)O (acetic acid). Run at time 2 hour. Yields the product BrC1=C(N(C(=C1)C(=O)C1=CC=C(C=C1)C)C)CC(=O)O (3-bromo-1-methyl-5-(p-toluoyl) pyrrole-2-acetic acid). RXN SMILES: [CH3:1][N:2]1[C:6]([C:7]([C:9]2[CH:14]=[CH:13][C:12]([CH3:15])=[CH:11][CH:10]=2)=[O:8])=[CH:5][CH:4]=[C:3]1[CH2:16][C:17]([OH:19])=[O:18].[Br:20]Br>C(O)(=O)C>[Br:20][C:4]1[CH:5]=[C:6]([C:7]([C:9]2[CH:14]=[CH:13][C:12]([CH3:15])=[CH:11][CH:10]=2)=[O:8])[N:2]([CH3:1])[C:3]=1[CH2:16][C:17]([OH:19])=[O:18]. Procedure details: To a stirred solution of 2.0g. (0.0078 moles) of 1-methyl- 5-(p-toluoyl)pyrrole-2-acetic acid in 40 ml. of glacial acetic acid is added dropwise a solution of 1.2g (0.0078 moles) of bromine in 3 ml. of glacial acetic acid. The mixture is stirred at room temperature for two hours, after which it is poured into 300 ml. of water, and the solid which forms is filtered off. Recrystallization from ether-hexane yields 3-bromo-1-methyl-5-(p-toluoyl) pyrrole-2-acetic acid as a white solid; m.p. 162°-164°... Starting materials: ClC=1C(=C(C(=O)OC)C=CC1C(F)(F)F)OC(=O)OC (methyl 3-chloro-2-[(methoxycarbonyl)oxy]-4-(trifluoromethyl)benzoate), C([O-])([O-])=O.[K+].[K+] (potassium carbonate). Solvent: CO (methanol). Reaction conditions: temperature 15 celsius, time 16 hour. Product: ClC=1C(=C(C(=O)OC)C=CC1C(F)(F)F)O (methyl 3-chloro-2-hydroxy-4-(trifluoromethyl)benzoate). The yield is 71.6%. As a reaction SMILES: [Cl:1][C:2]1[C:3]([O:16]C(OC)=O)=[C:4]([CH:9]=[CH:10][C:11]=1[C:12]([F:15])([F:14])[F:13])[C:5]([O:7][CH3:8])=[O:6].C(=O)([O-])[O-].[K+].[K+]>CO>[Cl:1][C:2]1[C:3]([OH:16])=[C:4]([CH:9]=[CH:10][C:11]=1[C:12]([F:14])([F:15])[F:13])[C:5]([O:7][CH3:8])=[O:6] |f:1.2.3|. Procedure: To a solution of methyl 3-chloro-2-[(methoxycarbonyl)oxy]-4-(trifluoromethyl)benzoate (6.00 g) in methanol (60.0 mL) was added potassium carbonate (8.00 g), and the mixture was stirred at 15° C. for 16 hr. The reaction mixture was filtered, the filtrate was neutralized with 1N hydrochloric acid, and the mixture was extracted with ethyl acetate. The organic layer was washed with saturated brine, and dried over anhydrous sodium sulfate, and the solvent was evaporated under reduced pressure to give... Starting materials: ClC=1C=C2C=CC(=CC2=CC1)S(=O)(=O)N1CC(N(CC1)C(=O)C=1SC=2CNC(CC2N1)C)C(NOC1OCCCC1)=O (4-[(6-chloronaphthalen-2-yl)sulfonyl]-1-[(6-methyl-4,5,6,7-tetrahydrothiazolo[5,4-c]pyridin-2-yl)carbonyl]-2-[[N-(tetrahydropyran-2-yloxy)]carbamoyl]piperazine), Cl (hydrochloric acid). Run in CO (methanol). Reaction conditions: time 1 hour. Product: ClC=1C=C2C=CC(=CC2=CC1)S(=O)(=O)N1CC(N(CC1)C(=O)C=1SC=2CNC(CC2N1)C)C(=O)NO (4-[(6-Chloronaphthalen-2-yl)sulfonyl]-1-[(6-methyl-4,5,6,7-tetrahydrothiazolo[5,4-c]pyridin-2-yl)carbonyl]piperazine-2-carbohydroxamic acid). Reaction SMILES: [Cl:1][C:2]1[CH:3]=[C:4]2[C:9](=[CH:10][CH:11]=1)[CH:8]=[C:7]([S:12]([N:15]1[CH2:20][CH2:19][N:18]([C:21]([C:23]3[S:24][C:25]4[CH2:26][NH:27][CH:28]([CH3:32])[CH2:29][C:30]=4[N:31]=3)=[O:22])[CH:17]([C:33](=[O:42])[NH:34][O:35]C3CCCCO3)[CH2:16]1)(=[O:14])=[O:13])[CH:6]=[CH:5]2.Cl>CO>[Cl:1][C:2]1[CH:3]=[C:4]2[C:9](=[CH:10][CH:11]=1)[CH:8]=[C:7]([S:12]([N:15]1[CH2:20][CH2:19][N:18]([C:21]([C:23]3[S:24][C:25]4[CH2:26][NH:27][CH:28]([CH3:32])[CH2:29][C:30]=4[N:31]=3)=[O:22])[CH:17]([C:33]([NH:34][OH:35])=[O:42])[CH2:16]1)(=[O:13])=[O:14])[CH:6]=[CH:5]2. Reported procedure: In methanol (10 ml), 4-[(6-chloronaphthalen-2-yl)sulfonyl]-1-[(6-methyl-4,5,6,7-tetrahydrothiazolo[5,4-c]pyridin-2-yl)carbonyl]-2-[[N-(tetrahydropyran-2-yloxy)]carbamoyl]piperazine (297 mg) was dissolved, followed by the addition of 1N hydrochloric acid (10 ml). The resulting mixture was stirred at room temperature for 1 hour. The reaction mixture was concentrated under reduced pressure. The residue was purified by “HP-20” (Φ1.7×20.0 cm, acetonitrile:water=1:5), whereby the title compound (65 mg...